Dataset: the Open Reaction Database (ORD), a public repository of structured organic reaction records. Task: describe an organic reaction: reactants, conditions, products, and yield Reactants: CO, CCCCCCOC(=O)Cl, ClCCl, Cl, CCOC(=O)CCN(C(=O)c1ccc2c(c1)nc(CCc1ccc(C(=N)N)cc1)n2C)c1ccccn1. The product is CCCCCCOC(=O)NC(=N)c1ccc(CCc2nc3cc(C(=O)N(CCC(=O)OCC)c4ccccn4)ccc3n2C)cc1. As a reaction SMILES: [CH3:49][OH:50].[Cl:39][C:40](=[O:41])[O:42][CH2:43][CH2:44][CH2:45][CH2:46][CH2:47][CH3:48].[Cl:51][CH2:52][Cl:53].[ClH:1].[n:2]1[c:3]([N:8]([C:9](=[O:10])[c:11]2[cH:12][c:13]3[c:14]([n:15]([CH3:29])[c:16]([CH2:18][CH2:19][c:20]4[cH:21][cH:22][c:23]([C:26]([NH2:27])=[NH:28])[cH:24][cH:25]4)[n:17]3)[cH:30][cH:31]2)[CH2:32][CH2:33][C:34](=[O:35])[O:36][CH2:37][CH3:38])[cH:4][cH:5][cH:6][cH:7]1>>[n:2]1[c:3]([N:8]([C:9](=[O:10])[c:11]2[cH:12][c:13]3[c:14]([n:15]([CH3:29])[c:16]([CH2:18][CH2:19][c:20]4[cH:21][cH:22][c:23]([C:26](=[NH:27])[NH:28][C:40](=[O:41])[O:42][CH2:43][CH2:44][CH2:45][CH2:46][CH2:47][CH3:48])[cH:24][cH:25]4)[n:17]3)[cH:30][cH:31]2)[CH2:32][CH2:33][C:34](=[O:35])[O:36][CH2:37][CH3:38])[cH:4][cH:5][cH:6][cH:7]1. The reactants are 22-L, C(C)OC1=CC=C(C(=O)O)C=C1 (4-ethoxybenzoic acid), NCCCCO (4-amino-1-butanol), C(=O)(N1C=NC=C1)N1C=NC=C1 (1,1′-carbonyldiimidazole), C(=O)=O (CO2). Solvent: C1CCOC1 (THF), C1CCOC1 (THF). Conditions: temperature -5 celsius, time 8 hour. Yields the product OCCCCNC(C1=CC=C(C=C1)OCC)=O (N-(4-hydroxybutyl)-4-ethoxybenzamide). Yield: 87.7%. As a reaction SMILES: [CH2:1]([O:3][C:4]1[CH:12]=[CH:11][C:7]([C:8]([OH:10])=O)=[CH:6][CH:5]=1)[CH3:2].C(N1C=CN=C1)(N1C=CN=C1)=O.C(=O)=O.[NH2:28][CH2:29][CH2:30][CH2:31][CH2:32][OH:33]>C1COCC1>[OH:33][CH2:32][CH2:31][CH2:30][CH2:29][NH:28][C:8](=[O:10])[C:7]1[CH:6]=[CH:5][C:4]([O:3][CH2:1][CH3:2])=[CH:12][CH:11]=1. Procedure details: A 22-L, 3-necked, round-bottom flask equipped with a mechanical stirrer, nitrogen bubbler, and a thermocouple probe, was charged with 1.16 kg of 4-ethoxybenzoic acid and 11 L of THF. A total of 1.403 kg (8.65 mole, 1.24 eq) of 1,1′-carbonyldiimidazole was added at ambient temperature in 4 portions (to control CO2 evolution) to attain a conversion of 98% to the activated acid. After the yellow solution was cooled to −5° C., a solution prepared from 684.5 g (7.68 mole, 1.10 eq) of 4-amino-1-butano... Reactants: NN1C(=CC(=C1C#N)Br)C(=O)OCC (ethyl 1-amino-4-bromo-5-cyano-1H-pyrrole-2-carboxylate), C(C1=CC=CC=C1)OC1=CC=C(C=C1)B(O)O (4-benzyloxybenzeneboronic acid), ClCCl (dichloromethane), C(=O)([O-])[O-].[Na+].[Na+] (Na2CO3). Run in COCCOC (DME). Reaction conditions: temperature 80 celsius. Product: NN1C(=CC(=C1C#N)C1=CC(=CC=C1)OCC1=CC=CC=C1)C(=O)OCC (Ethyl 1-amino-4-[3-(benzyloxy)phenyl]-5-cyano-1H-pyrrole-2-carboxylate). Yield: 49.9%. RXN SMILES: [NH2:1][N:2]1[C:6]([C:7]#[N:8])=[C:5](Br)[CH:4]=[C:3]1[C:10]([O:12][CH2:13][CH3:14])=[O:11].[CH2:15]([O:22][C:23]1[CH:28]=[CH:27][C:26](B(O)O)=[CH:25][CH:24]=1)[C:16]1[CH:21]=[CH:20][CH:19]=[CH:18][CH:17]=1.ClCCl.C([O-])([O-])=O.[Na+].[Na+]>COCCOC>[NH2:1][N:2]1[C:6]([C:7]#[N:8])=[C:5]([C:27]2[CH:26]=[CH:25][CH:24]=[C:23]([O:22][CH2:15][C:16]3[CH:21]=[CH:20][CH:19]=[CH:18][CH:17]=3)[CH:28]=2)[CH:4]=[C:3]1[C:10]([O:12][CH2:13][CH3:14])=[O:11] |f:3.4.5|. Reported procedure: To a stirred solution of ethyl 1-amino-4-bromo-5-cyano-1H-pyrrole-2-carboxylate (1.43 g, 5.55 mmol), 4-benzyloxybenzeneboronic acid (3.80 g, 16.7 mmol), and [1,1′-bis(diphenylphosphino)-ferrocene]dichloro palladium(II) complex with dichloromethane (453 mg, 0.56 mmol) in degassed DME (41 mL) was added aqueous Na2CO3 solution (2 M, 8.3 mL). The reaction was heated (80° C.) for 17 h and then cooled to rt. The reaction was filtered through a pad of Celite® and the filter cake was rinsed well with et... Starting materials: CCOC(=O)CBr, CN(C)C=O, O=c1c2ccc(O)c(Cl)c2oc2cccc(F)c12, O. Yields the product CCOC(=O)COc1ccc2c(=O)c3c(F)cccc3oc2c1Cl. As a reaction SMILES: [Br:19][CH2:20][C:21](=[O:22])[O:23][CH2:24][CH3:25].[CH3:26][N:27]([CH3:28])[CH:29]=[O:30].[Cl:1][c:2]1[c:3]([OH:18])[cH:4][cH:5][c:6]2[c:7](=[O:17])[c:8]3[c:9]([F:16])[cH:10][cH:11][cH:12][c:13]3[o:14][c:15]12.[OH2:31]>>[Cl:1][c:2]1[c:3]([O:18][CH2:20][C:21](=[O:22])[O:23][CH2:24][CH3:25])[cH:4][cH:5][c:6]2[c:7](=[O:17])[c:8]3[c:9]([F:16])[cH:10][cH:11][cH:12][c:13]3[o:14][c:15]12. The reactants are BrCCCCCCCCCCCC(=O)O (12-bromododecanoic acid), IC1=C(C(=CC(=C1)I)I)O (2,4,6-triiodophenol), [OH-].[K+] (potassium hydroxide). Run in C(C)O (Ethanol). Run at time 12 hour. The product is IC1=C(OCCCCCCCCCCCC(=O)O)C(=CC(=C1)I)I (12-(2,4,6-triiodophenoxy)dodecanoic acid). The yield is 60.8%. RXN SMILES: Br[CH2:2][CH2:3][CH2:4][CH2:5][CH2:6][CH2:7][CH2:8][CH2:9][CH2:10][CH2:11][CH2:12][C:13]([OH:15])=[O:14].[I:16][C:17]1[CH:22]=[C:21]([I:23])[CH:20]=[C:19]([I:24])[C:18]=1[OH:25].[OH-].[K+]>C(O)C>[I:16][C:17]1[CH:22]=[C:21]([I:23])[CH:20]=[C:19]([I:24])[C:18]=1[O:25][CH2:2][CH2:3][CH2:4][CH2:5][CH2:6][CH2:7][CH2:8][CH2:9][CH2:10][CH2:11][CH2:12][C:13]([OH:15])=[O:14] |f:2.3|. Procedure details: Ethanol (70 mL) was added with 12-bromododecanoic acid (4.8 g) and 2,4,6-triiodophenol (9.1 g) and the mixture was refluxed for dissolution. The solution was added with potassium hydroxide (2.2 g) and stirred for 12 hours. The precipitates obtained were separated by filtration, washed with ethanol and added with chloroform and 1 N hydrochloric acid to conduct extraction with chloroform twice. After the organic layer was dried over anhydrous magnesium sulfate, the solvent was removed, and the res... As a reaction SMILES: [BH4-:30].[CH3:32][OH:33].[Cl:1][c:2]1[c:3]([F:29])[c:4]([CH:8]([CH:9]2[CH2:10][N:11]([C:15](=[O:16])[O:17][C:18]([CH3:19])([CH3:20])[CH3:21])[CH2:12][CH2:13][CH2:14]2)[O:22][CH2:23][C:24](=[O:25])[O:26][CH2:27][CH3:28])[cH:5][cH:6][cH:7]1.[Na+:31]>>[Cl:1][c:2]1[c:3]([F:29])[c:4]([CH:8]([CH:9]2[CH2:10][N:11]([C:15](=[O:16])[O:17][C:18]([CH3:19])([CH3:20])[CH3:21])[CH2:12][CH2:13][CH2:14]2)[O:22][CH2:23][CH2:24][OH:25])[cH:5][cH:6][cH:7]1. The product is CC(C)(C)OC(=O)N1CCCC(C(OCCO)c2cccc(Cl)c2F)C1. Starting materials: [BH4-], CO, CCOC(=O)COC(c1cccc(Cl)c1F)C1CCCN(C(=O)OC(C)(C)C)C1, [Na+].